Dataset: the Open Reaction Database (ORD), a public repository of structured organic reaction records. Task: describe an organic reaction: reactants, conditions, products, and yield The reactants are SC=1C=C(C(=O)O)C=C(C1OC1=CC=CC=C1)S(N)(=O)=O (3-Mercapto-4-phenoxy-5-sulfamylbenzoic acid), [OH-].[Na+] (sodium hydroxide), C(C1=CC=CC=C1)Br (Benzyl bromide). Solvent: O (water). Reaction conditions: time 2 hour. Yields the product C(C1=CC=CC=C1)SC=1C=C(C(=O)O)C=C(C1OC1=CC=CC=C1)S(N)(=O)=O (3-Benzylthio-4-phenoxy-5-sulfamylbenzoic acid). Reaction SMILES: [SH:1][C:2]1[CH:3]=[C:4]([CH:8]=[C:9]([S:18](=[O:21])(=[O:20])[NH2:19])[C:10]=1[O:11][C:12]1[CH:17]=[CH:16][CH:15]=[CH:14][CH:13]=1)[C:5]([OH:7])=[O:6].[OH-].[Na+].[CH2:24](Br)[C:25]1[CH:30]=[CH:29][CH:28]=[CH:27][CH:26]=1>O>[CH2:24]([S:1][C:2]1[CH:3]=[C:4]([CH:8]=[C:9]([S:18](=[O:21])(=[O:20])[NH2:19])[C:10]=1[O:11][C:12]1[CH:17]=[CH:16][CH:15]=[CH:14][CH:13]=1)[C:5]([OH:7])=[O:6])[C:25]1[CH:30]=[CH:29][CH:28]=[CH:27][CH:26]=1 |f:1.2|. Procedure details: 3-Mercapto-4-phenoxy-5-sulfamylbenzoic acid (0.6 g) is suspended in water (20 ml) and the pH is adjusted to 8 by addition of 1 N sodium hydroxide. Benzyl bromide (0.35 g) is added to the resulting solution, and the reaction mixture is stirred for 2 hours at room temperature. After cooling, the precipitated sodium salt of 3-benzylthio-4-phenoxy-5-sulfamylbenzoic acid is collected by filtration. The salt is dissolved in hot water (60 ml) and the solution acidified by addition of 1 N hydrochloric a... Reactants: C(C1=CC=CC=C1)OC(=O)NC1=NC=C(C=C1)O (2-benzyloxycarbonylamino-5-hydroxypyridine), C(O)([O-])=O.[Na+] (sodium hydrogencarbonate), [H-].[Na+] (sodium hydride), S(=O)(=O)(C1=CC=C(C)C=C1)OC[C@@H]1CO1 ((2S)-(+)-1-tosyloxy-2,3-epoxypropane). Run in CN(C=O)C (N,N-dimethylformamide), CN(C=O)C (N,N-dimethylformamide). Run at time 1 hour. The product is C(C1=CC=CC=C1)OC(=O)NC1=NC=C(C=C1)OC[C@H]1OC1 (2-benzyloxycarbonylamino-5-[(2S)-oxiranylmethoxy]pyridine). Yield: 57.7%. RXN SMILES: [H-].[Na+].[CH2:3]([O:10][C:11]([NH:13][C:14]1[CH:19]=[CH:18][C:17]([OH:20])=[CH:16][N:15]=1)=[O:12])[C:4]1[CH:9]=[CH:8][CH:7]=[CH:6][CH:5]=1.S(O[CH2:32][C@H:33]1[O:35][CH2:34]1)(C1C=CC(C)=CC=1)(=O)=O.C(=O)([O-])O.[Na+]>CN(C)C=O>[CH2:3]([O:10][C:11]([NH:13][C:14]1[CH:19]=[CH:18][C:17]([O:20][CH2:32][C@@H:33]2[CH2:34][O:35]2)=[CH:16][N:15]=1)=[O:12])[C:4]1[CH:5]=[CH:6][CH:7]=[CH:8][CH:9]=1 |f:0.1,4.5|. Reported procedure: Under nitrogen, to a suspension of sodium hydride (60% in oil, 189 mg) in N,N-dimethylformamide (20 ml) was dropwise added 2-benzyloxycarbonylamino-5-hydroxypyridine (1.1 g) in N,N-dimethylformamide (12 ml) at 5° C., and the mixture was stirred at room temperature for 1 hour. To this one was added (2S)-(+)-1-tosyloxy-2,3-epoxypropane (1.1 g) at 5° C., and the mixture was stirred at room temperature for 7 hours. The resulting mixture was poured into saturated aqueous sodium hydrogencarbonate and ... Starting materials: dihydrochloric acid, O (water), ClC=1C=C(C(=O)Cl)C=CC1 (m-chlorobenzoyl chloride), N1(CCNCC1)CC(=O)C=1C=C2CC(NC2=CC1)=O (5-[2-(1-piperazinyl)acetyl]oxindol), C([O-])([O-])=O.[K+].[K+] (potassium carbonate), ice water. Solvent: CC(=O)C (acetone), CC(=O)C (acetone). Yields the product ClC=1C=C(C(=O)N2CCN(CC2)CC(=O)C=2C=C3CC(NC3=CC2)=O)C=CC1 (5-[2-[4-(3-chlorobenzoyl)-1-piperazinyl]acetyl]oxindol). RXN SMILES: [N:1]1([CH2:7][C:8]([C:10]2[CH:11]=[C:12]3[C:16](=[CH:17][CH:18]=2)[NH:15][C:14](=[O:19])[CH2:13]3)=[O:9])[CH2:6][CH2:5][NH:4][CH2:3][CH2:2]1.C(=O)([O-])[O-].[K+].[K+].O.[Cl:27][C:28]1[CH:29]=[C:30]([CH:34]=[CH:35][CH:36]=1)[C:31](Cl)=[O:32]>CC(C)=O>[Cl:27][C:28]1[CH:29]=[C:30]([CH:34]=[CH:35][CH:36]=1)[C:31]([N:4]1[CH2:5][CH2:6][N:1]([CH2:7][C:8]([C:10]2[CH:11]=[C:12]3[C:16](=[CH:17][CH:18]=2)[NH:15][C:14](=[O:19])[CH2:13]3)=[O:9])[CH2:2][CH2:3]1)=[O:32] |f:1.2.3|. Procedure: To a suspension comprising 1.0 g of dihydrochloric acid salt of 5-[2-(1-piperazinyl)acetyl]oxindol, 0.63 gof potassium carbonate, 5 ml of water and 10 ml of acetone was added dropwise a solution of 0.63 g of m-chlorobenzoyl chloride in 2 ml of acetone under ice-cooling with stirring, and the mixture was stirred for 1.5 hours at the same temperature. After completion of reaction, the reaction mixture was poured into ice-water and extracted with chloroform. The chloroform layer was washed, in turn... The reactants are CO, COC(=O)c1cc2c(Br)csc2cn1, [Na+], [OH-], O. Product: O=C(O)c1cc2c(Br)csc2cn1. RXN SMILES: [CH3:15][OH:16].[CH3:1][O:2][C:3](=[O:4])[c:5]1[cH:6][c:7]2[c:8]([cH:9][n:10]1)[s:11][cH:12][c:13]2[Br:14].[Na+:18].[OH-:17].[OH2:19]>>[O:2]=[C:3]([OH:4])[c:5]1[cH:6][c:7]2[c:8]([cH:9][n:10]1)[s:11][cH:12][c:13]2[Br:14]. Reactants: F[B-](F)(F)F, COc1ncc(-c2ccccc2N2CCNCC2)cn1, CCN(C(C)C)C(C)C, ClCCl, O=C(O)Cn1ccc2cccnc21, CN(C)C(On1nnc2ccccc21)=[N+](C)C. The product is COc1ncc(-c2ccccc2N2CCN(C(=O)Cn3ccc4cccnc43)CC2)cn1. RXN SMILES: [B-:34]([F:35])([F:36])([F:37])[F:38].[CH3:1][O:2][c:3]1[n:4][cH:5][c:6](-[c:9]2[c:10]([N:15]3[CH2:16][CH2:17][NH:18][CH2:19][CH2:20]3)[cH:11][cH:12][cH:13][cH:14]2)[cH:7][n:8]1.[CH:56]([N:57]([CH2:58][CH3:59])[CH:60]([CH3:61])[CH3:62])([CH3:63])[CH3:64].[Cl:65][CH2:66][Cl:67].[n:21]1([CH2:30][C:31](=[O:32])[OH:33])[cH:22][cH:23][c:24]2[c:25]1[n:26][cH:27][cH:28][cH:29]2.[n:39]1([O:40][C:41]([N:42]([CH3:43])[CH3:44])=[N+:45]([CH3:46])[CH3:47])[c:48]2[cH:49][cH:50][cH:51][cH:52][c:53]2[n:54][n:55]1>>[CH3:1][O:2][c:3]1[n:4][cH:5][c:6](-[c:9]2[c:10]([N:15]3[CH2:16][CH2:17][N:18]([C:31]([CH2:30][n:21]4[cH:22][cH:23][c:24]5[c:25]4[n:26][cH:27][cH:28][cH:29]5)=[O:32])[CH2:19][CH2:20]3)[cH:11][cH:12][cH:13][cH:14]2)[cH:7][n:8]1. The reactants are BrCC=1C=C(C(=O)OC)C=CC1 (methyl 3-bromomethylbenzoate), C1(=CC=CC=C1)C=1NC(NC1C1=CC=CC=C1)=O (2,3-dihydro-4,5-diphenyl-1H-imidazol-2-one), [H-].[Na+] (NaH), Cl (HCl). Solvent: CN(C)C=O (DMF), CN(C)C=O (DMF), CN(C)C=O (DMF). Run at temperature 50 celsius, time 30 minute. The product is COC(=O)C=1C=C(C=CC1)CN1C(NC(=C1C1=CC=CC=C1)C1=CC=CC=C1)=O (3-(3-methoxycarbonylphenyl)methyl4,5-diphenyl-1H-imidazol-2-one). Isolated yield 25.0%. RXN SMILES: [C:1]1([C:7]2[NH:8][C:9](=[O:18])[NH:10][C:11]=2[C:12]2[CH:17]=[CH:16][CH:15]=[CH:14][CH:13]=2)[CH:6]=[CH:5][CH:4]=[CH:3][CH:2]=1.[H-].[Na+].Br[CH2:22][C:23]1[CH:24]=[C:25]([CH:30]=[CH:31][CH:32]=1)[C:26]([O:28][CH3:29])=[O:27].Cl>CN(C=O)C>[CH3:29][O:28][C:26]([C:25]1[CH:24]=[C:23]([CH2:22][N:8]2[C:7]([C:1]3[CH:2]=[CH:3][CH:4]=[CH:5][CH:6]=3)=[C:11]([C:12]3[CH:13]=[CH:14][CH:15]=[CH:16][CH:17]=3)[NH:10][C:9]2=[O:18])[CH:32]=[CH:31][CH:30]=1)=[O:27] |f:1.2|. Procedure details: To 2,3-dihydro-4,5-diphenyl-1H-imidazol-2-one (4.76 g, 20 mmol) in 50 mL DMF was added to a suspension of NaH (0.8 g, 20 mmol) in 25 mL DMF. The suspension was stirred at ambient temperatures for 30 minutes, then heated to 50° C. for 30 minutes. A solution of methyl 3-bromomethylbenzoate (2.86 g, 12.5 mmol) in 20 mL DMF was then added and the reaction stirred for 10 min at 50° C. The mixture was poured into 1N HCl, filtered, washed with water and dried. Chromatography on silica gel (2% EtOH in 7...